Dataset: the Open Reaction Database (ORD), a public repository of structured organic reaction records. Task: describe an organic reaction: reactants, conditions, products, and yield The reactants are CCN1CCc2nc3ccccc3c(Cl)c2CC1, ClCCl, O=C(Cl)Oc1ccccc1. Yields the product O=C(Oc1ccccc1)N1CCc2nc3ccccc3c(Cl)c2CC1. Reaction SMILES: [CH2:11]([CH3:12])[N:13]1[CH2:14][CH2:15][c:16]2[n:17][c:18]3[cH:19][cH:20][cH:21][cH:22][c:23]3[c:24]([Cl:28])[c:25]2[CH2:26][CH2:27]1.[CH2:29]([Cl:30])[Cl:31].[Cl:1][C:2](=[O:3])[O:4][c:5]1[cH:6][cH:7][cH:8][cH:9][cH:10]1>>[C:2](=[O:3])([O:4][c:5]1[cH:6][cH:7][cH:8][cH:9][cH:10]1)[N:13]1[CH2:14][CH2:15][c:16]2[n:17][c:18]3[cH:19][cH:20][cH:21][cH:22][c:23]3[c:24]([Cl:28])[c:25]2[CH2:26][CH2:27]1. Starting materials: camphorylsulfonyloxaziridine, C(C)(=O)O (acetic acid), [Li+].C(C)OP(=O)(C(CC=1C=NC=CC1)S(=O)(=O)[O-])OCC (1-diethoxyphosphinyl-2-(3-pyridinyl)ethanesulfonic acid lithium salt), C(CCC)[Li] (n-butyl lithium). The solvent is C1CCOC1 (THF), O1CCCC1 (tetrahydrofuran). Yields the product [Li+].C(C)OP(=O)(C(CC=1C=NC=CC1)(S(=O)(=O)[O-])O)OCC (1-diethoxyphosphinyl-1-hydroxy-2-(3-pyridinyl)ethanesulfonic acid lithium salt). Reaction SMILES: [Li+].[CH2:2]([O:4][P:5]([O:19][CH2:20][CH3:21])([CH:7]([S:15]([O-:18])(=[O:17])=[O:16])[CH2:8][C:9]1[CH:10]=[N:11][CH:12]=[CH:13][CH:14]=1)=[O:6])[CH3:3].C([Li:26])CCC.C(O)(=[O:29])C>O1CCCC1>[Li+:26].[CH2:2]([O:4][P:5]([O:19][CH2:20][CH3:21])([C:7]([OH:29])([S:15]([O-:18])(=[O:17])=[O:16])[CH2:8][C:9]1[CH:10]=[N:11][CH:12]=[CH:13][CH:14]=1)=[O:6])[CH3:3] |f:0.1,5.6|. Procedure: A suspension of 3.29 g (0.01 mole) of 1-diethoxyphosphinyl-2-(3-pyridinyl)ethanesulfonic acid lithium salt (from part I of Example 16) in 50 ml of anhydrous tetrahydrofuran is stirred in a -40° bath under a dry nitrogen atmosphere. To this is added n-butyl lithium (4.4 ml of 2.5M solution in hexanes; 0.011 mole) via syringe over 5 minutes. The reaction mixture is allowed to warm to -15° , and is stirred at this temperature for about one hour. It is then cooled to -78°, and to it is added dropwis... The reactants are alkane, C=C(C)C1=CC2=C(SC3=C2C=CC=C3)C(=C1N)C(=C)C (2,4-di(prop-1-en-2-yl)dibenzo[b,d]thiophen-3-amine), olefin, C(C)(=O)O (acetic acid). Reagents/catalysts: [Pd] (Pd/C), [Pt] (Pt/C). The solvent is C(C)O (ethanol). Product: C(C)(C)C1=CC2=C(SC3=C2C=CC=C3)C(=C1N)C(C)C (2,4-diisopropyldibenzo[b,d]thiophen-3-amine). The yield is 82.2%. RXN SMILES: [CH2:1]=[C:2]([C:4]1[C:16]([NH2:17])=[C:15]([C:18]([CH3:20])=[CH2:19])[C:7]2[S:8][C:9]3[CH:14]=[CH:13][CH:12]=[CH:11][C:10]=3[C:6]=2[CH:5]=1)[CH3:3].C(O)(=O)C>C(O)C.[Pd].[Pt]>[CH:2]([C:4]1[C:16]([NH2:17])=[C:15]([CH:18]([CH3:20])[CH3:19])[C:7]2[S:8][C:9]3[CH:14]=[CH:13][CH:12]=[CH:11][C:10]=3[C:6]=2[CH:5]=1)([CH3:3])[CH3:1]. Reported procedure: 2,4-di(prop-1-en-2-yl)dibenzo[b,d]thiophen-3-amine (9 g, 32.2 mmol) was dissolved in ethanol (150 mL) and 9 mL of acetic acid was added. To the flask, 10% Pd/C (9.0 g) and 5% Pt/C (9.0 g) were added and hydrogenated at 40 psi of H2 for over night. GC indicated complete conversion of olefin to alkane. The reaction mixture was filtered through a Celite pad and washed with methylene chloride. The filtrate was concentrated to produce 7.5 g (82%) of desired product. The reactants are COc1cc([N+](=O)[O-])ccc1-n1cccc(CCO[Si](c2ccccc2)(c2ccccc2)C(C)(C)C)c1=O, CCO, CCOC(C)=O, O=C[O-], [NH4+]. The product is COc1cc(N)ccc1-n1cccc(CCO[Si](c2ccccc2)(c2ccccc2)C(C)(C)C)c1=O. As a reaction SMILES: [C:1]([CH3:2])([CH3:3])([CH3:4])[Si:5]([O:6][CH2:7][CH2:8][c:9]1[c:10](=[O:26])[n:11](-[c:15]2[c:16]([O:24][CH3:25])[cH:17][c:18]([N+:21]([O-:22])=[O:23])[cH:19][cH:20]2)[cH:12][cH:13][cH:14]1)([c:27]1[cH:28][cH:29][cH:30][cH:31][cH:32]1)[c:33]1[cH:34][cH:35][cH:36][cH:37][cH:38]1.[CH3:43][CH2:44][OH:45].[CH3:46][CH2:47][O:48][C:49](=[O:50])[CH3:51].[CH:39]([O-:40])=[O:41].[NH4+:42]>>[C:1]([CH3:2])([CH3:3])([CH3:4])[Si:5]([O:6][CH2:7][CH2:8][c:9]1[c:10](=[O:26])[n:11](-[c:15]2[c:16]([O:24][CH3:25])[cH:17][c:18]([NH2:21])[cH:19][cH:20]2)[cH:12][cH:13][cH:14]1)([c:27]1[cH:28][cH:29][cH:30][cH:31][cH:32]1)[c:33]1[cH:34][cH:35][cH:36][cH:37][cH:38]1. Reactants: Compound #68, C1=NC=CC=2C=C(CCC12)C(=O)O (7,8-Dihydro-isoquinoline-6-carboxylic acid), N1C=C(C2=CC=CC=C12)CC[NH-] (2-(1H-indol-3-yl)-ethyl-amide). Product: C(CC1=CC=CC=C1)NC(=O)C1=CC=2C=CN=CC2CC1 (7,8-Dihydro-isoquinoline-6-carboxylic acid phenethyl-amide). As a reaction SMILES: [CH:1]1[C:10]2[CH2:9][CH2:8][C:7]([C:11]([OH:13])=O)=[CH:6][C:5]=2[CH:4]=[CH:3][N:2]=1.[NH:14]1[C:22]2[C:17](=[CH:18][CH:19]=[CH:20][CH:21]=2)[C:16](CC[NH-])=[CH:15]1>>[CH2:15]([NH:14][C:11]([C:7]1[CH2:8][CH2:9][C:10]2[CH:1]=[N:2][CH:3]=[CH:4][C:5]=2[CH:6]=1)=[O:13])[CH2:16][C:17]1[CH:22]=[CH:21][CH:20]=[CH:19][CH:18]=1. Reported procedure: Compound #68 7,8-Dihydro-isoquinoline-6-carboxylic acid [2-(1H-indol-3-yl)-ethyl-amide; and Reactants: OC1=CC=C(C(=O)NN(C(C)C)C(/C=C/C2=CN(C3=CC=CC=C23)C(=O)OC(C)(C)C)=O)C=C1 ((E)-tert-butyl 3-(3-(2-(4-hydroxybenzoyl)-1-isopropylhydrazinyl)-3-oxoprop-1-enyl)-1H-indole-1-carboxylate), C(=O)([O-])[O-].[K+].[K+] (K2CO3), IC (iodomethane). Solvent: CC(=O)C (acetone). Run at temperature 60 celsius. Product: C(C)(C)N(NC(C1=CC=C(C=C1)OC)=O)C(/C=C/C1=CN(C2=CC=CC=C12)C(=O)OC(C)(C)C)=O ((E)-tert-butyl 3-(3-(1-isopropyl-2-(4-methoxybenzoyl)hydrazinyl)-3-oxoprop-1-enyl)-1H-indole-1-carboxylate). RXN SMILES: [OH:1][C:2]1[CH:34]=[CH:33][C:5]([C:6]([NH:8][N:9]([C:13](=[O:32])/[CH:14]=[CH:15]/[C:16]2[C:24]3[C:19](=[CH:20][CH:21]=[CH:22][CH:23]=3)[N:18]([C:25]([O:27][C:28]([CH3:31])([CH3:30])[CH3:29])=[O:26])[CH:17]=2)[CH:10]([CH3:12])[CH3:11])=[O:7])=[CH:4][CH:3]=1.[C:35]([O-])([O-])=O.[K+].[K+].IC>CC(C)=O>[CH:10]([N:9]([C:13](=[O:32])/[CH:14]=[CH:15]/[C:16]1[C:24]2[C:19](=[CH:20][CH:21]=[CH:22][CH:23]=2)[N:18]([C:25]([O:27][C:28]([CH3:29])([CH3:31])[CH3:30])=[O:26])[CH:17]=1)[NH:8][C:6](=[O:7])[C:5]1[CH:4]=[CH:3][C:2]([O:1][CH3:35])=[CH:34][CH:33]=1)([CH3:11])[CH3:12] |f:1.2.3|. Reported procedure: To solution containing (E)-tert-butyl 3-(3-(2-(4-hydroxybenzoyl)-1-isopropylhydrazinyl)-3-oxoprop-1-enyl)-1H-indole-1-carboxylate (100 mg, 0.22 mmol) and K2CO3 (35.8 mg, 0.26 mmol) dissolved in acetone (5.0 ml), iodomethane (0.0673 ml, 1.08 mmol) was added drop-by-drop at 0° C. The reaction mixture was refluxed at 60° C. for 72 hr. After concentration under reduced pressure, the solution was separated through silica gel chromatography (CHCl3:methanol=70:1) so that ivory solid form of (E)-tert-bu... Starting materials: CC(C)(C)OC(=O)CNC1CCC(=O)C1, CC(=O)O[BH-](OC(C)=O)OC(C)=O, CC1CCNCC1, CC(=O)O, CCOCC, ClCCCl, Cl, [Na+], [Na+], [OH-]. Product: CC1CCN(C2CCC(NCC(=O)OC(C)(C)C)C2)CC1, Cl. Reaction SMILES: [C:15]([CH3:16])([CH3:17])([CH3:18])[O:19][C:20](=[O:21])[CH2:22][NH:23][CH:24]1[CH2:25][C:26](=[O:29])[CH2:27][CH2:28]1.[C:1]([O:2][BH-:3]([O:4][C:5](=[O:6])[CH3:7])[O:8][C:9](=[O:10])[CH3:11])(=[O:12])[CH3:13].[CH3:30][CH:31]1[CH2:32][CH2:33][NH:34][CH2:35][CH2:36]1.[CH3:37][C:38](=[O:39])[OH:40].[CH3:44][CH2:45][O:46][CH2:47][CH3:48].[Cl:49][CH2:50][CH2:51][Cl:52].[ClH:43].[Na+:14].[Na+:42].[OH-:41]>>[C:15]([CH3:16])([CH3:17])([CH3:18])[O:19][C:20](=[O:21])[CH2:22][NH:23][CH:24]1[CH2:25][CH:26]([N:34]2[CH2:33][CH2:32][CH:31]([CH3:30])[CH2:36][CH2:35]2)[CH2:27][CH2:28]1.[ClH:43].